Task: describe an organic reaction: reactants, conditions, products, and yield. Dataset: the Open Reaction Database (ORD), a public repository of structured organic reaction records Reactants: Cl (hydrochloric acid), CON(C(C=1C(N)=CC=CC1)=O)C (anthranilic acid N-methoxy-N-methylamide), C1(=CC=CC2=CC=CC=C12)Br (1-naphthyl bromide), CCCCCC.C(CCC)[Li] (n-butyllithium hexane). Run in C1CCOC1 (THF). Reaction conditions: temperature -78 celsius, time 20 minute. Product: C1(=CC=CC2=CC=CC=C12)C1(CC=CC=C1)C(C1=C(C=CC=C1)N)=O (1′-naphthyl-2-aminobenzophenone). Isolated yield 18.0%. As a reaction SMILES: CON(C)[C:4](=[O:12])[C:5]1[C:6](=[CH:8][CH:9]=[CH:10][CH:11]=1)[NH2:7].[C:14]1(Br)[C:23]2[C:18](=[CH:19][CH:20]=[CH:21][CH:22]=2)[CH:17]=[CH:16][CH:15]=1.[CH3:25][CH2:26][CH2:27][CH2:28][CH2:29][CH3:30].C([Li])CCC.Cl>C1COCC1>[C:14]1([C:27]2([C:4](=[O:12])[C:5]3[CH:11]=[CH:10][CH:9]=[CH:8][C:6]=3[NH2:7])[CH:26]=[CH:25][CH:30]=[CH:29][CH2:28]2)[C:23]2[C:18](=[CH:19][CH:20]=[CH:21][CH:22]=2)[CH:17]=[CH:16][CH:15]=1 |f:2.3|. Reported procedure: The reaction of the above-mentioned scheme 2 was performed specifically as follows. That is, first, anthranilic acid N-methoxy-N-methylamide (5-1) (2.00 g, 11.1 mmol) and 1-naphthyl bromide (5-2) (2.29 g, 11.1 mmol) were dissolved in 60 mL of dehydrated THF. Next, this solution was cooled to −78° C., and while this temperature was maintained, an n-butyllithium hexane solution (13.8 mL, 1.6 M, and 22.2 mmol) was dropped thereinto over 20 minutes with stirring. After dropping, 20 mL of 1N hydrochl...